This data is from the Open Reaction Database (ORD), a public repository of structured organic reaction records. The task is: describe an organic reaction: reactants, conditions, products, and yield The reactants are ClCCCCC(=O)N1C(OC[C@H]1C1=CC(=C(C=C1)F)F)=O ((4R)-3-(5-chloropentanoyl)-4-(3,4-difluorophenyl)-1,3-oxazolidin-2-one), CC(C(=O)NC1=CC(=CC=C1)C1CCNCC1)C (2-methyl-N-[3-(4-piperidinyl)phenyl]propanamide). Product: FC=1C=C(C=CC1F)[C@H]1N(C(OC1)=O)C(CCCCN1CCC(CC1)C=1C=C(C=CC1)NC(C(C)C)=O)=O (N-[3-(1-{5-[(4R)-4-(3,4-DIFLUOROPHENYL)-2-OXO-1,3-OXAZOLIDIN-3-YL]-5-OXOPENTYL}-4-PIPERIDINYL)PHENYL]-2-METHYLPROPANAMIDE). Reaction SMILES: Cl[CH2:2][CH2:3][CH2:4][CH2:5][C:6]([N:8]1[C@H:12]([C:13]2[CH:18]=[CH:17][C:16]([F:19])=[C:15]([F:20])[CH:14]=2)[CH2:11][O:10][C:9]1=[O:21])=[O:7].[CH3:22][CH:23]([CH3:39])[C:24]([NH:26][C:27]1[CH:32]=[CH:31][CH:30]=[C:29]([CH:33]2[CH2:38][CH2:37][NH:36][CH2:35][CH2:34]2)[CH:28]=1)=[O:25]>>[F:20][C:15]1[CH:14]=[C:13]([C@@H:12]2[CH2:11][O:10][C:9](=[O:21])[N:8]2[C:6](=[O:7])[CH2:5][CH2:4][CH2:3][CH2:2][N:36]2[CH2:37][CH2:38][CH:33]([C:29]3[CH:28]=[C:27]([NH:26][C:24](=[O:25])[CH:23]([CH3:22])[CH3:39])[CH:32]=[CH:31][CH:30]=3)[CH2:34][CH2:35]2)[CH:18]=[CH:17][C:16]=1[F:19]. Procedure details: Prepared by Procedure G and Scheme B1 using (4R)-3-(5-chloropentanoyl)-4-(3,4-difluorophenyl)-1,3-oxazolidin-2-one and 2-methyl-N-[3-(4-piperidinyl)phenyl]propanamide: ESMS m/e: 528.2 (M+H)+.